Dataset: the Open Reaction Database (ORD), a public repository of structured organic reaction records. Task: describe an organic reaction: reactants, conditions, products, and yield Starting materials: C(C1=CC=CC=C1)OC1=NN(C(=C1C(O)C1=C(C=CC=C1)OCC1=CC=CC=C1)C(C)C)CCO (2-{3-benzyloxy-4-[(2-benzyloxyphenyl)hydroxymethyl]-5-isopropylpyrazol-1-yl}ethanol). Reagents/catalysts: [C].[Pd] (palladium-carbon). Run in CO (methanol). Run at time 3 hour. The product is OC1=C(CC=2C(NN(C2C(C)C)CCO)=O)C=CC=C1 (4-(2-Hydroxybenzyl)-1-(2-hydroxyethyl)-5-isopropyl-1,2-dihydropyrazol-3-one). The yield is 84.0%. Reaction SMILES: C([O:8][C:9]1[C:13]([CH:14]([C:16]2[CH:21]=[CH:20][CH:19]=[CH:18][C:17]=2[O:22]CC2C=CC=CC=2)O)=[C:12]([CH:30]([CH3:32])[CH3:31])[N:11]([CH2:33][CH2:34][OH:35])[N:10]=1)C1C=CC=CC=1>CO.[C].[Pd]>[OH:22][C:17]1[CH:18]=[CH:19][CH:20]=[CH:21][C:16]=1[CH2:14][C:13]1[C:9](=[O:8])[NH:10][N:11]([CH2:33][CH2:34][OH:35])[C:12]=1[CH:30]([CH3:32])[CH3:31] |f:2.3|. Reported procedure: To a solution of 2-benzyloxybromobenzene (1.66 g) in tetrahydrofuran (50 mL) was added tert-butyllithium (1.6 mol/L pentane solution, 4.33 mL) at −78° C. under an argon atmosphere, and the mixture was stirred for 5 minutes. To the reaction mixture was added a solution of 1-(2-benzoyloxyethyl)-3-benzyloxy-4-formyl-5-isopropyl-1H-pyrazole (620 mg) in tetrahydrofuran (5 mL), and the mixture was stirred at 0° C. for 30 minutes. To the reaction mixture was added a saturated aqueous ammonium chloride ... Reactants: II (iodine), CN1CC=2N(C3=C(C1)C=CS3=O)C=NC2 (5,6-dihydro-5-methyl-4H-imidazo[1,5-a]thieno[3,2-f][1,4]diazepine-one), C(O)([O-])=O.[Na+] (sodium hydrogen carbonate). Run in CN(C=O)C (dimethylformamide). Run at time 24 hour. Product: IC=1N=CN2C1CN(CC1=C2S(C=C1)=O)C (5,6-dihydro-7-iodo-5-methyl-4H-imidazo[1,5-a]thieno[3,2-f][ 1,4]diazepine-one). As a reaction SMILES: [CH3:1][N:2]1[CH2:8][C:7]2[CH:9]=[CH:10][S:11](=[O:12])[C:6]=2[N:5]2[CH:13]=[N:14][CH:15]=[C:4]2[CH2:3]1.[I:16]I.C(=O)([O-])O.[Na+]>CN(C)C=O>[I:16][C:15]1[N:14]=[CH:13][N:5]2[C:6]3[S:11](=[O:12])[CH:10]=[CH:9][C:7]=3[CH2:8][N:2]([CH3:1])[CH2:3][C:4]=12 |f:2.3|. Procedure: 22 g of 5,6-dihydro-5-methyl-4H-imidazo[1,5-a]thieno[3,2-f][1,4]diazepine-one was dissolved in 330 ml of dimethylformamide and treated with 50.6 g of iodine. The mixture was stirred at room temperature for 24 hours and then at 30° for 18 hours. It was then poured into 9 l of saturated aqueous sodium hydrogen carbonate solution. This solution was extracted four times with trichloromethane. The trichloromethane solutions were washed in succession with aqueous sodium thiosulphate solution and with ... Procedure details: 2-Chlorobenzimidazole is reacted with 2-bromoacetyl-4-ethylthio-3-methylpyridine in the presence of K2CO3 to give 2-chloro-1-[2-[4-ethylthio-3-methylpyridyl)-2-oxoethyl]benzimidazole. This is reacted with thiourea and treated with NH4OH to give 2-mercapto-1-(2-(2-(4-ethylthio-3-methylpyridyl))-2-oxoethyl)benzimidazole The reactants are ClC=1NC2=C(N1)C=CC=C2 (2-Chlorobenzimidazole), BrCC(=O)C1=NC=CC(=C1C)SCC (2-bromoacetyl-4-ethylthio-3-methylpyridine), C(=O)([O-])[O-].[K+].[K+] (K2CO3). Yields the product ClC1=NC2=C(N1CC(=O)C1=NC=CC(=C1C)SCC)C=CC=C2 (2-chloro-1-[2-[4-ethylthio-3-methylpyridyl)-2-oxoethyl]benzimidazole). RXN SMILES: [Cl:1][C:2]1[NH:3][C:4]2[CH:10]=[CH:9][CH:8]=[CH:7][C:5]=2[N:6]=1.Br[CH2:12][C:13]([C:15]1[C:20]([CH3:21])=[C:19]([S:22][CH2:23][CH3:24])[CH:18]=[CH:17][N:16]=1)=[O:14].C([O-])([O-])=O.[K+].[K+]>>[Cl:1][C:2]1[N:6]([CH2:12][C:13]([C:15]2[C:20]([CH3:21])=[C:19]([S:22][CH2:23][CH3:24])[CH:18]=[CH:17][N:16]=2)=[O:14])[C:5]2[CH:7]=[CH:8][CH:9]=[CH:10][C:4]=2[N:3]=1 |f:2.3.4|. The reactants are C(C)(C)(C)OC(=O)N1CCC(CC1)C1=CC=C(C=C1)C(=O)OC (tert-butyl-4-[4-(methoxycarbonyl)phenyl]-1-piperidinecarboxylate), C1CCOC1 (THF), [OH-].[Na+] (sodium hydroxide). The solvent is CO (methanol). Run at temperature 80 celsius, time 2 hour. The product is C(C)(C)(C)OC(=O)N1CCC(CC1)C1=CC=C(C(=O)O)C=C1 (4-[1-(tert-butoxycarbonyl)-4-piperidyl]benzoic acid). The yield is 96.4%. RXN SMILES: [C:1]([O:5][C:6]([N:8]1[CH2:13][CH2:12][CH:11]([C:14]2[CH:19]=[CH:18][C:17]([C:20]([O:22]C)=[O:21])=[CH:16][CH:15]=2)[CH2:10][CH2:9]1)=[O:7])([CH3:4])([CH3:3])[CH3:2].C1COCC1.[OH-].[Na+]>CO>[C:1]([O:5][C:6]([N:8]1[CH2:9][CH2:10][CH:11]([C:14]2[CH:15]=[CH:16][C:17]([C:20]([OH:22])=[O:21])=[CH:18][CH:19]=2)[CH2:12][CH2:13]1)=[O:7])([CH3:4])([CH3:2])[CH3:3] |f:2.3|. Reported procedure: A solution of tert-butyl-4-[4-(methoxycarbonyl)phenyl]-1-piperidinecarboxylate (3.95 g) in a mixture of methanol (80 ml), THF (40 ml) and 4N sodium hydroxide (30 ml) was stirred at 80° C. for 2 hours. The reaction mixture was concentrated in vacuo. To a residue was added water (100 ml) and adjusted to pH 3 with 1N hydrochloric acid. The solution was extracted twice with a mixture of ethyl acetate (100 ml) and THF (50 ml). The extracts was dried over magnesium sulfate and evaporated in vacuo to g...